The task is: describe an organic reaction: reactants, conditions, products, and yield. This data is from the Open Reaction Database (ORD), a public repository of structured organic reaction records. The reactants are COC(=O)c1ccc(OCCF)cc1OCC1CCCN(C(=O)OC(C)(C)C)C1, C1CCOC1, [Li+], [OH-], O, O. Product: CC(C)(C)OC(=O)N1CCCC(COc2cc(OCCF)ccc2C(=O)O)C1. Reaction SMILES: [C:1]([CH3:2])([CH3:3])([CH3:4])[O:5][C:6](=[O:7])[N:8]1[CH2:9][CH:10]([CH2:14][O:15][c:16]2[c:17]([C:18](=[O:19])[O:20][CH3:21])[cH:22][cH:23][c:24]([O:26][CH2:27][CH2:28][F:29])[cH:25]2)[CH2:11][CH2:12][CH2:13]1.[CH2:34]1[O:35][CH2:36][CH2:37][CH2:38]1.[Li+:31].[OH-:30].[OH2:32].[OH2:33]>>[C:1]([CH3:2])([CH3:3])([CH3:4])[O:5][C:6](=[O:7])[N:8]1[CH2:9][CH:10]([CH2:14][O:15][c:16]2[c:17]([C:18](=[O:19])[OH:20])[cH:22][cH:23][c:24]([O:26][CH2:27][CH2:28][F:29])[cH:25]2)[CH2:11][CH2:12][CH2:13]1.